From a dataset of the Open Reaction Database (ORD), a public repository of structured organic reaction records. describe an organic reaction: reactants, conditions, products, and yield Starting materials: C(C1=CC=CC=C1)N1CCC(CC1)(CO)NC1=CC=CC=C1 (1-benzyl-4-anilino-4-piperidinemethanol), [H-].[Na+] (sodium hydride), CN(P(N(C)C)(N(C)C)=O)C (hexamethylphosphoric triamide), CI (methyl iodide). Run in O (water). The product is C(C1=CC=CC=C1)N1CCC(CC1)(NC1=CC=CC=C1)COC (1-benzyl-4-methoxymethyl-4-anilinopiperidine). Reaction SMILES: [CH2:1]([N:8]1[CH2:13][CH2:12][C:11]([NH:16][C:17]2[CH:22]=[CH:21][CH:20]=[CH:19][CH:18]=2)([CH2:14][OH:15])[CH2:10][CH2:9]1)[C:2]1[CH:7]=[CH:6][CH:5]=[CH:4][CH:3]=1.[H-].[Na+].[CH3:25]N(C)P(=O)(N(C)C)N(C)C.CI>O>[CH2:1]([N:8]1[CH2:9][CH2:10][C:11]([CH2:14][O:15][CH3:25])([NH:16][C:17]2[CH:22]=[CH:21][CH:20]=[CH:19][CH:18]=2)[CH2:12][CH2:13]1)[C:2]1[CH:3]=[CH:4][CH:5]=[CH:6][CH:7]=1 |f:1.2|. Procedure: A mixture of 72.5 g of 1-benzyl-4-anilino-4-piperidinemethanol, 11 g of sodium hydride (50% in mineral oil) and 427 g of hexamethylphosphoric triamide is stirred. Then 33 g of methyl iodide is added dropwise to the reaction mixture and the mixture is stirred overnight. The mixture is added to 2500 ml of water, extracted with six 500 ml portions of toluene, dried over anhydrous sodium sulfate and flash evaporated to give an oil. The oil is purified in a Waters Associates Prep LC/System 500, using... The reactants are C(C)(=O)Cl (acetyl chloride), C(C)(C)N(C(C)C)CC (N,N-diisopropylethylamine), C(C1=CC=CC=C1)N1C(=CC2=C1C=C(C=1N2C(=NN1)C)N)C (6-Benzyl-1,7-dimethyl-6H-pyrrolo[2,3-e][1,2,4]triazolo[4,3-a]pyridin-4-amine). Solvent: O1CCCC1 (tetrahydrofuran). Conditions: time 3.5 hour. Yields the product C(C1=CC=CC=C1)N1C(=CC2=C1C=C(C=1N2C(=NN1)C)NC(C)=O)C (N-(6-Benzyl-1,7-dimethyl-6H-pyrrolo[2,3-e][1,2,4]triazolo[4,3-a]pyridin-4-yl)acetamide). RXN SMILES: [CH2:1]([N:8]1[C:12]2[CH:13]=[C:14]([NH2:21])[C:15]3[N:16]([C:17]([CH3:20])=[N:18][N:19]=3)[C:11]=2[CH:10]=[C:9]1[CH3:22])[C:2]1[CH:7]=[CH:6][CH:5]=[CH:4][CH:3]=1.[C:23](Cl)(=[O:25])[CH3:24].C(N(CC)C(C)C)(C)C>O1CCCC1>[CH2:1]([N:8]1[C:12]2[CH:13]=[C:14]([NH:21][C:23](=[O:25])[CH3:24])[C:15]3[N:16]([C:17]([CH3:20])=[N:18][N:19]=3)[C:11]=2[CH:10]=[C:9]1[CH3:22])[C:2]1[CH:3]=[CH:4][CH:5]=[CH:6][CH:7]=1. Procedure: To a suspension of 6-benzyl-1,7-dimethyl-6H-pyrrolo[2,3-e][1,2,4]triazolo[4,3-a]pyridin-4-amine (32.0 mg, 0.110 mmol, from Step 3) in tetrahydrofuran (1 mL) was added acetyl chloride (15.1 μL, 0.213 mmol, Aldrich) and N,N-diisopropylethylamine (76 μL, 0.44 mmol). After 3.5 hours, the product was purified by preparative HPLC-MS (Waters XBridge C18, eluting with a gradient of MeCN/H2O containing 0.15% NH4OH). Yield: (19 mg, 52%). The reactants are C(C)OC(CN1C2=NC(=NC(=C2N=C1N)I)C(=O)OCC1=CC=CC=C1)=O ([2-(benzyloxycarbonyl)-amino-6-iodo-purine-9-yl]-acetic acid ethyl ester), Cl (HCl), O.[OH-].[Li+] (lithium hydroxide hydrate). Run in O1CCCC1 (tetrahydrofuran), O (water). Reaction conditions: time 30 minute. Product: C(C1=CC=CC=C1)OC(=O)C1=NC(=C2N=C(N(C2=N1)CC(=O)O)N)I ([2-(Benzyloxycarbonyl)-amino-6-iodopurin-9-yl]-acetic acid). The yield is 104.1%. Reaction SMILES: C([O:3][C:4](=[O:27])[CH2:5][N:6]1[C:14]([NH2:15])=[N:13][C:12]2[C:7]1=[N:8][C:9]([C:17]([O:19][CH2:20][C:21]1[CH:26]=[CH:25][CH:24]=[CH:23][CH:22]=1)=[O:18])=[N:10][C:11]=2[I:16])C.O.[OH-].[Li+].Cl>O1CCCC1.O>[CH2:20]([O:19][C:17]([C:9]1[N:8]=[C:7]2[C:12]([N:13]=[C:14]([NH2:15])[N:6]2[CH2:5][C:4]([OH:27])=[O:3])=[C:11]([I:16])[N:10]=1)=[O:18])[C:21]1[CH:26]=[CH:25][CH:24]=[CH:23][CH:22]=1 |f:1.2.3|. Procedure details: To a suspension of [2-(benzyloxycarbonyl)-amino-6-iodo-purine-9-yl]-acetic acid ethyl ester (10.02 g, 20.8 mmol) in tetrahydrofuran (50 mL) and water (50 mL) was added lithium hydroxide hydrate (2.83 g, 20.8 mmol) at 10° C. The resulting reaction mixture was stirred for 30 min. Then the mixture was acidified to pH=3 by adding 1N HCl. The precipitated solid was filtered off, washed with water and ethyl ether, and dried in vacuo to give the title compound (9.81 g). 1H-NMR (500 MHz; DMSO-d6) δ 10.7... The reactants are ClC=1C=C(C=CC1Cl)C1(CN(CC1)C(C1=CC(=C(C(=C1)OC)OC)OC)=O)CCCS(=O)(=O)[O-] (2-[3-(3,4-dichloro-phenyl)-1-(3,4,5-trimethoxy-benzoyl)-pyrrolidin-3-yl]-ethyl-methanesulfonate), Cl.C(C1=CC=CC=C1)C1(CCNCC1)C(=O)N (4-benzyl-piperidine-4-carboxylic acid amide hydrochloride). Yields the product ClC=1C=C(C=CC1Cl)C1(CN(CC1)C(C1=CC(=C(C(=C1)OC)OC)OC)=O)CCN1CCC(CC1)(C(=O)N)CC1=CC=CC=C1 (1-[2-[3-(3,4-dichloro-phenyl)-1-(3,4,5-trimethoxy-benzoyl)-pyrrolidin-3-yl]-ethyl]-4-benzyl-piperidine-4-carboxylic acid amide). Reaction SMILES: [Cl:1][C:2]1[CH:3]=[C:4]([C:9]2([CH2:28][CH2:29]CS([O-])(=O)=O)[CH2:13][CH2:12][N:11]([C:14](=[O:27])[C:15]3[CH:20]=[C:19]([O:21][CH3:22])[C:18]([O:23][CH3:24])=[C:17]([O:25][CH3:26])[CH:16]=3)[CH2:10]2)[CH:5]=[CH:6][C:7]=1[Cl:8].Cl.[CH2:36]([C:43]1([C:49]([NH2:51])=[O:50])[CH2:48][CH2:47][NH:46][CH2:45][CH2:44]1)[C:37]1[CH:42]=[CH:41][CH:40]=[CH:39][CH:38]=1>>[Cl:1][C:2]1[CH:3]=[C:4]([C:9]2([CH2:28][CH2:29][N:46]3[CH2:45][CH2:44][C:43]([CH2:36][C:37]4[CH:38]=[CH:39][CH:40]=[CH:41][CH:42]=4)([C:49]([NH2:51])=[O:50])[CH2:48][CH2:47]3)[CH2:13][CH2:12][N:11]([C:14](=[O:27])[C:15]3[CH:20]=[C:19]([O:21][CH3:22])[C:18]([O:23][CH3:24])=[C:17]([O:25][CH3:26])[CH:16]=3)[CH2:10]2)[CH:5]=[CH:6][C:7]=1[Cl:8] |f:1.2|. Procedure: Prepare by the method of example 3.3 using 2-[3-(3,4-dichloro-phenyl)-1-(3,4,5-trimethoxy-benzoyl)-pyrrolidin-3-yl]-ethyl-methanesulfonate (5 mmol) and 4-benzyl-piperidine-4-carboxylic acid amide hydrochloride (7.5 mmol, 1.5 eq.). Chromatograph on silica gel to give the title compound. Reactants: COC=1C=C(C=CC1)C1C(N(CCCC1)C)=O (3-(3-methoxy-phenyl)-1-methyl-azepan-2-one), [Li]CCCC (n-BuLi), CCCCCC (hexane), CC1(NC(CCC1)(C)C)C (2,2,6,6-tetramethyl piperidine), COCI (Iodomethyl methyl ether). The solvent is C1CCOC1 (THF), C1CCOC1 (THF). Run at time 1 hour. The product is COCC1(C(N(CCCC1)C)=O)C1=CC(=CC=C1)OC (3-methoxymethyl-3-(3-methoxy-phenyl)-1-methyl-azepan-2-one). Reaction SMILES: [Li]CCCC.CCCCCC.CC1(C)CCCC(C)(C)N1.[CH3:22][O:23][C:24]1[CH:25]=[C:26]([CH:30]2[CH2:36][CH2:35][CH2:34][CH2:33][N:32]([CH3:37])[C:31]2=[O:38])[CH:27]=[CH:28][CH:29]=1.[CH3:39][O:40][CH2:41]I>C1COCC1>[CH3:39][O:40][CH2:41][C:30]1([C:26]2[CH:27]=[CH:28][CH:29]=[C:24]([O:23][CH3:22])[CH:25]=2)[CH2:36][CH2:35][CH2:34][CH2:33][N:32]([CH3:37])[C:31]1=[O:38]. Procedure details: To 1.6 M n-BuLi in hexane (3.38 mL, 5.42 mmol) at 0° C. was added a solution of 2,2,6,6-tetramethyl piperidine (0.91 mL, 5.42 mmol) in anh. THF (10 mL) over 5 min. A solution of 3-(3-methoxy-phenyl)-1-methyl-azepan-2-one (as described in Example 4, Step A) (0.632 g, 2.71 mmol) in anhydrous THF (10 mL) was added and stirred OC for 1 h. Iodomethyl methyl ether (0.275 mL, 3.25 mmol) was added. After stirring for 30 min, the reaction was quenched with H2O, concentrated in vacuo, diluted with EtOAc, ... The reactants are BrC1=CC=C(C=C1)C(CSC1=CC=C(C=C1)Br)=O (1-(4-bromophenyl)-2-(4-bromophenylthio)ethanone), COC1=C(C=O)C(=CC(=C1)OC)OC (2,4,6-trimethoxybenzaldehyde). Yields the product BrC1=CC=C(C=C1)C(/C(=C\C1=C(C=C(C=C1OC)OC)OC)/SC1=CC=C(C=C1)Br)=O ((E)-1-(4-bromophenyl)-2-(4-bromophenylthio)-3-(2,4,6-trimethoxyphenyl)-prop-2-en-1-one). Reaction SMILES: [Br:1][C:2]1[CH:7]=[CH:6][C:5]([C:8](=[O:18])[CH2:9][S:10][C:11]2[CH:16]=[CH:15][C:14]([Br:17])=[CH:13][CH:12]=2)=[CH:4][CH:3]=1.[CH3:19][O:20][C:21]1[CH:28]=[C:27]([O:29][CH3:30])[CH:26]=[C:25]([O:31][CH3:32])[C:22]=1[CH:23]=O>>[Br:1][C:2]1[CH:3]=[CH:4][C:5]([C:8](=[O:18])/[C:9](/[S:10][C:11]2[CH:16]=[CH:15][C:14]([Br:17])=[CH:13][CH:12]=2)=[CH:23]\[C:22]2[C:25]([O:31][CH3:32])=[CH:26][C:27]([O:29][CH3:30])=[CH:28][C:21]=2[O:20][CH3:19])=[CH:6][CH:7]=1. Procedure: The title compound is prepared by the methods described in Synthesis Example 1. A solution of 1-(4-bromophenyl)-2-(4-bromophenylthio)ethanone (10 mmol) and 2,4,6-trimethoxybenzaldehyde (10 mmol) was subjected to the procedure described as Method B in part C of Synthesis Example 1 and the product obtained was purified by column chromatography. m.p 130-132° C. Reactants: CN(C)C=O, Fc1c(F)c(F)c(F)c(F)c1F, [H-], [Na+], O, Cc1ccc(C2(O)CCN(C)CC2)cc1. The product is Cc1ccc(C2(Oc3c(F)c(F)c(F)c(F)c3F)CCN(C)CC2)cc1. RXN SMILES: [CH3:31][N:32]([CH3:33])[CH:34]=[O:35].[F:18][c:19]1[c:20]([F:21])[c:22]([F:23])[c:24]([F:25])[c:26]([F:27])[c:28]1[F:29].[H-:1].[Na+:2].[OH2:30].[OH:3][C:4]1([c:11]2[cH:12][cH:13][c:14]([CH3:17])[cH:15][cH:16]2)[CH2:5][CH2:6][N:7]([CH3:10])[CH2:8][CH2:9]1>>[O:3]([C:4]1([c:11]2[cH:12][cH:13][c:14]([CH3:17])[cH:15][cH:16]2)[CH2:5][CH2:6][N:7]([CH3:10])[CH2:8][CH2:9]1)[c:28]1[c:19]([F:18])[c:20]([F:21])[c:22]([F:23])[c:24]([F:25])[c:26]1[F:27]. Reactants: C1(=CC=CC=C1)S(=O)(=O)NN (benzenesulphonohydrazide), Cl (hydrochloric acid), fatty alcohol ethylene oxide, ice, N(=O)[O-].[Na+] (sodium nitrite). Run in O (water), O (water). Reaction conditions: time 30 minute. The product is C1(=CC=CC=C1)S(=O)(=O)N=[N+]=[N-] (benzenesulphonyl azide). As a reaction SMILES: [C:1]1([S:7]([NH:10][NH2:11])(=[O:9])=[O:8])[CH:6]=[CH:5][CH:4]=[CH:3][CH:2]=1.Cl.[N:13]([O-])=O.[Na+]>O>[C:1]1([S:7]([N:10]=[N+:11]=[N-:13])(=[O:8])=[O:9])[CH:2]=[CH:3][CH:4]=[CH:5][CH:6]=1 |f:2.3|. Reported procedure: 26.3 g of benzenesulphonohydrazide, 100 ml of water, 21 ml of 10N hydrochloric acid and 1.3 g of Emulgator ED (a fatty alcohol/ethylene oxide addition product) are stirred for 30 minutes, 60 g of ice are added and a solution of 19.5 g of sodium nitrite in 50 ml of water is then added dropwise in the course of about 30 minutes. The batch is stirred for 30 minutes, excess nitrite is then destroyed with a small amount of sulphamic acid, and excess acid is neutralised with about 5 ml of 10N sodium h... Starting materials: solid, O1C(OCC1)C1=CC=C(C=O)C=C1 (4-(1,3-dioxolan-2-yl)-benzaldehyde), CC(=O)C(C)(C)C (pinacoline). Run in [OH-].[Na+] (sodium hydroxide), C(C)O (ethanol), O (water), [OH-].[Na+] (sodium hydroxide). Reaction conditions: time 1 hour. Product: CC(C(C=CC1=CC=C(C=C1)C1OCCO1)=O)(C)C (4,4-dimethyl-1-[4-(1,3-dioxolan-2-yl)-phenyl]-1-penten-3-one). Yield: 38.8%. As a reaction SMILES: [O:1]1[CH2:5][CH2:4][O:3][CH:2]1[C:6]1[CH:13]=[CH:12][C:9]([CH:10]=O)=[CH:8][CH:7]=1.[CH3:14][C:15]([C:17]([CH3:20])([CH3:19])[CH3:18])=[O:16]>C(O)C.O.[OH-].[Na+]>[CH3:18][C:17]([CH3:20])([CH3:19])[C:15](=[O:16])[CH:14]=[CH:10][C:9]1[CH:12]=[CH:13][C:6]([CH:2]2[O:3][CH2:4][CH2:5][O:1]2)=[CH:7][CH:8]=1 |f:4.5|. Reported procedure: 100 g (0.5612 mol) of 4-(1,3-dioxolan-2-yl)-benzaldehyde and 56.1 g (0.56 mol) of pinacoline are dissolved in a mixture of 280 ml of ethanol and 56 ml of water, and 17 ml of 10% strength sodium hydroxide solution are added at room temperature. The mixture is subsequently stirred for 1 hour, 0.56 g of solid sodium hydroxide are added and the mixture is subsequently stirred for 2 days. Thereafter, the precipitate is filtered off with suction, washed with 200 ml of ethanol/water (1:1) and then with...